This data is from the Open Reaction Database (ORD), a public repository of structured organic reaction records. The task is: describe an organic reaction: reactants, conditions, products, and yield The reactants are C(=O)C=1N(C=C(N1)C(=O)OC)COCC[Si](C)(C)C (methyl 2-formyl-1-((2-(trimethylsilyl)-ethoxy)-methyl)-1H-imidazole-4-carboxylate), [BH4-].[Na+] (NaBH4). Run in CO (MeOH). Reaction conditions: temperature 0 celsius, time 30 minute. Yields the product OCC=1N(C=C(N1)C(=O)OC)COCC[Si](C)(C)C (Methyl 2-(hydroxymethyl)-1-((2-(trimethylsilyl)ethoxy)methyl)-1H-imidazole-4-carboxylate). As a reaction SMILES: [CH:1]([C:3]1[N:4]([CH2:12][O:13][CH2:14][CH2:15][Si:16]([CH3:19])([CH3:18])[CH3:17])[CH:5]=[C:6]([C:8]([O:10][CH3:11])=[O:9])[N:7]=1)=[O:2].[BH4-].[Na+]>CO>[OH:2][CH2:1][C:3]1[N:4]([CH2:12][O:13][CH2:14][CH2:15][Si:16]([CH3:17])([CH3:19])[CH3:18])[CH:5]=[C:6]([C:8]([O:10][CH3:11])=[O:9])[N:7]=1 |f:1.2|. Procedure: Into a flask containing a solution of methyl 2-formyl-1-((2-(trimethylsilyl)-ethoxy)-methyl)-1H-imidazole-4-carboxylate (3 g, 10.5 mmol) in MeOH (20 ml), NaBH4 (0.401 g, 10.5 mmol) was added in portions at 0° C. The resulting mixture was allowed to stir at 0° C. for 30 min followed by RT for 1 hour. The reaction mixture was concentrated and the crude was diluted with water and extracted with EtOAc. The organic layer was concentrated under reduced pressure. Yield 1.5 g. LC-MS: [M+1]=287.17. Starting materials: COCOC=1C=C2C=CC(=CC2=CC1)C=O (6-(methoxymethoxy)-2-naphthaldehyde), C1=C(C=CC2=CC=CC=C12)C(C)=O (1-(naphthalen-2-yl)ethanone). Yields the product COCOC=1C=C2C=CC(=CC2=CC1)C=CC(=O)C1=CC2=CC=CC=C2C=C1 (3-(6-(Methoxymethoxy)naphthalen-2-yl)-1-(naphthalen-2-yl)prop-2-en-1-one). Reaction SMILES: [CH3:1][O:2][CH2:3][O:4][C:5]1[CH:6]=[C:7]2[C:12](=[CH:13][CH:14]=1)[CH:11]=[C:10]([CH:15]=O)[CH:9]=[CH:8]2.[CH:17]1[C:26]2[C:21](=[CH:22][CH:23]=[CH:24][CH:25]=2)[CH:20]=[CH:19][C:18]=1[C:27](=[O:29])[CH3:28]>>[CH3:1][O:2][CH2:3][O:4][C:5]1[CH:6]=[C:7]2[C:12](=[CH:13][CH:14]=1)[CH:11]=[C:10]([CH:15]=[CH:28][C:27]([C:18]1[CH:19]=[CH:20][C:21]3[C:26](=[CH:25][CH:24]=[CH:23][CH:22]=3)[CH:17]=1)=[O:29])[CH:9]=[CH:8]2. Procedure details: Synthesised according to example 1.59.1 using 6-(methoxymethoxy)-2-naphthaldehyde (2.0 g, 9.25 mmol) and 1-(naphthalen-2-yl)ethanone (1.57 g, 9.25 mmol); yellow solid; yield: 1.90 g (56%); Starting materials: C1(=C(C=CC=C1)C1CCN(CC1)CC1CNCC1C1=CC=CC=C1)C (3-(SR)-(4-(2-tolyl)-piperidin-1-ylmethyl)-4-(SR)-phenylpyrrolidine), CCN(C(C)C)C(C)C (DIEA), C1COC(=O)N1P(=O)(N2CCOC2=O)Cl (BOP-Cl), C(C1=CC=CC=C1)(=O)O (benzoic acid). The solvent is C(Cl)Cl (CH2Cl2). Yields the product C(C1=CC=CC=C1)(=O)N1CC(C(C1)C1=CC=CC=C1)CN1CCC(CC1)C1=C(C=CC=C1)C (1-Benzoyl-3-(SR)-(4-(2-tolyl)-piperidin-1-ylmethyl)-4-(SR)-phenylpyrrolidine). As a reaction SMILES: [C:1]1([CH3:25])[CH:6]=[CH:5][CH:4]=[CH:3][C:2]=1[CH:7]1[CH2:12][CH2:11][N:10]([CH2:13][CH:14]2[CH:18]([C:19]3[CH:24]=[CH:23][CH:22]=[CH:21][CH:20]=3)[CH2:17][NH:16][CH2:15]2)[CH2:9][CH2:8]1.CCN(C(C)C)C(C)C.C1N(P(Cl)(N2C(=O)OCC2)=O)C(=O)OC1.[C:50](O)(=[O:57])[C:51]1[CH:56]=[CH:55][CH:54]=[CH:53][CH:52]=1>C(Cl)Cl>[C:50]([N:16]1[CH2:17][CH:18]([C:19]2[CH:20]=[CH:21][CH:22]=[CH:23][CH:24]=2)[CH:14]([CH2:13][N:10]2[CH2:11][CH2:12][CH:7]([C:2]3[CH:3]=[CH:4][CH:5]=[CH:6][C:1]=3[CH3:25])[CH2:8][CH2:9]2)[CH2:15]1)(=[O:57])[C:51]1[CH:56]=[CH:55][CH:54]=[CH:53][CH:52]=1. Procedure details: The title compound was prepared from 3-(SR)-(4-(2-tolyl)-piperidin-1-ylmethyl)-4-(SR)-phenylpyrrolidine (Step A), 0.014 mL of DIEA, 12.5 mg of BOP-Cl and 5 mg of benzoic acid in 0.5 mL of CH2Cl2 using a procedure analogous to that described in Example 63 to provide the title compound. RF : 0.45 (5% MeOH in CH2Cl2). 1H NMR (300 MHz, CDCl3): δ 1.4-4.5 (m, 20H), 7.05-7.6 (m, 14H). Mass Spectrum (CI): 439.4 (M+H). Starting materials: CC(C)(C)ON=O, ON=C1CCCCCCCCCCC1, C1CCCCCCCCCCC1, CC(=O)O, O=[N+]([O-])C1CCCCCCCCCCC1, [Na+], [OH-], O=C1c2ccccc2C(=O)N1O, O=S(=O)(O)O. Product: O=C1CCCCCCCCCCC1. Reaction SMILES: [C:13]([CH3:16])([O:17][N:14]=[O:15])([CH3:18])[CH3:19].[C:39]1(=[N:40][OH:41])[CH2:42][CH2:43][CH2:44][CH2:45][CH2:46][CH2:47][CH2:48][CH2:49][CH2:50][CH2:51][CH2:52]1.[CH2:1]1[CH2:2][CH2:3][CH2:4][CH2:5][CH2:6][CH2:7][CH2:8][CH2:9][CH2:10][CH2:11][CH2:12]1.[CH3:68][C:69](=[O:70])[OH:71].[N+:53]([CH:54]1[CH2:55][CH2:56][CH2:57][CH2:58][CH2:59][CH2:60][CH2:61][CH2:62][CH2:63][CH2:64][CH2:65]1)([O-:66])=[O:67].[Na+:38].[OH-:37].[OH:20][N:21]1[C:22](=[O:23])[c:24]2[cH:25][cH:26][cH:27][cH:28][c:29]2[C:30]1=[O:31].[S:32](=[O:33])(=[O:34])([OH:35])[OH:36]>>[C:1]1(=[O:17])[CH2:2][CH2:3][CH2:4][CH2:5][CH2:6][CH2:7][CH2:8][CH2:9][CH2:10][CH2:11][CH2:12]1. The reactants are CC(CC(C)=O)C (4-methylpentan-2-one), CNC(=C[N+](=O)[O-])SC (N-Methyl-1-(methylthio)-2-nitroetheneamine), resultant solution, CN(C)CC1=CC=C(O1)CSCCN (2-[[[5-(Dimethylamino)methyl-2-furanyl]methyl]thio]ethanamine). The solvent is O (water). Product: CN(C)CC1=CC=C(O1)CSCCNC(=C[N+](=O)[O-])NC (N-[2-[[[5-(Dimethylamino)methyl-2-furanyl]methyl]thio]ethyl]-N'-methyl-2-nitro-1,1-ethenediamine). Reaction SMILES: [CH3:1][NH:2][C:3](SC)=[CH:4][N+:5]([O-:7])=[O:6].[CH3:10][N:11]([CH2:13][C:14]1[O:18][C:17]([CH2:19][S:20][CH2:21][CH2:22][NH2:23])=[CH:16][CH:15]=1)[CH3:12].CC(C)CC(=O)C>O>[CH3:12][N:11]([CH2:13][C:14]1[O:18][C:17]([CH2:19][S:20][CH2:21][CH2:22][NH:23][C:3]([NH:2][CH3:1])=[CH:4][N+:5]([O-:7])=[O:6])=[CH:16][CH:15]=1)[CH3:10]. Procedure: N-Methyl-1-(methylthio)-2-nitroetheneamine (230 g) in water (400 ml) was stirred and heated at 45°-50°. 2-[[[5-(Dimethylamino)methyl-2-furanyl]methyl]thio]ethanamine (321 g) was added dropwise over 4 hr and the resultant solution stirred for a further 31/2 hr. The solution was then heated at reflux for 1/2 hr, cooled to 70° and 4-methylpentan-2-one (2 liters) added. The water was removed by azeotropic distillation under reduced pressure (260 torr) and the resultant solution treated with charcoal... Starting materials: [H][H] (hydrogen), ClC1=C(C(=CC=C1)[N+](=O)[O-])SC(C)C (2-chloro-6-nitrophenyl-isopropylsulfane), steel. The reagents and catalysts are [Ni] (Raney nickel). The solvent is CO (methanol). Conditions: temperature 100 celsius, time 50 minute. Yields the product NC1=C(C(=CC=C1)Cl)SC(C)C (2-amino-6-chlorophenyl-isopropylsulfane), pure product. Yield: 99.0%. Reaction SMILES: [Cl:1][C:2]1[CH:7]=[CH:6][CH:5]=[C:4]([N+:8]([O-])=O)[C:3]=1[S:11][CH:12]([CH3:14])[CH3:13].[H][H]>[Ni].CO>[NH2:8][C:4]1[CH:5]=[CH:6][CH:7]=[C:2]([Cl:1])[C:3]=1[S:11][CH:12]([CH3:14])[CH3:13]. Procedure details: 40 g of 2-chloro-6-nitrophenyl-isopropylsulfane, 160 g of methanol and 2.4 g of Raney nickel 37-1 (methanol-moist) were initially introduced into a 0.7 l steel autoclave. After rinsing with nitrogen, 70 bar of hydrogen were forced in and the contents of the autoclave were heated to 100° C., while stirring. The hydrogen pressure was increased to 80 bar. After 50 minutes, the uptake of hydrogen had ended. The mixture was kept under the reaction conditions for a further 30 minutes. After cooling, l... Reactants: C(=S)(Cl)Cl (thiophosgene), COC1=CC=C(C(C(=O)O)=C1)N (5-methoxyanthranilic acid), solution, C(=O)(Cl)Cl (phosgene), C1(=CC=CC=C1)C (toluene). The solvent is hydrocarbon, O1CCOCC1 (1,4-dioxane). Conditions: time 8 hour. Yields the product COC1=CC=C2C(C(=O)OC(N2)=O)=C1 (5-methoxyisatoic anhydride). Isolated yield 95.2%. As a reaction SMILES: [CH3:1][O:2][C:3]1[CH:11]=[C:7]([C:8]([OH:10])=[O:9])[C:6]([NH2:12])=[CH:5][CH:4]=1.[C:13](Cl)(Cl)=[O:14].C(Cl)(Cl)=S.C1(C)C=CC=CC=1>O1CCOCC1>[CH3:1][O:2][C:3]1[CH:11]=[C:7]2[C:8]([O:10][C:13](=[O:14])[NH:12][C:6]2=[CH:5][CH:4]=1)=[O:9]. Procedure: To a mixture of 10.0 g (60.0 mmol) of 5-methoxyanthranilic acid in 80 mL of 1,4-dioxane was slowly added 100 mL (193 mmol) of a 1.93 molar solution of phosgene, or thiophosgene in an inert solvent, preferably a hydrocarbon solvent such as toluene, at room temperature. The mixture was stirred overnight at room temperature. This mixture was then concentrated in vacuo to a small volume. This concentrated reaction mixture was filtered through silica and the filter cake was washed with hexane to give...